This data is from the Open Reaction Database (ORD), a public repository of structured organic reaction records. The task is: describe an organic reaction: reactants, conditions, products, and yield The reactants are C1(=CC=CC=C1)C1CC\C=C/C(CCCC1)=O (Z-6-phenyl-2-cyclodecen-1-one), C(C)(C)NC(C)C (diisopropylamine), ClCOC (chloromethylmethylether). Run in ClCCl (dichloromethane). Run at temperature 40 celsius. Yields the product C1(=CC=CC=C1)C1CC\C=C/C(CCCC1)=O (Z-6-phenyl-2-cyclodecen-1-one), C1(=CC=CC=C1)C1CC/C=C/C(CCCC1)=O (E-6-phenyl-2-cyclodecen-1-one). As a reaction SMILES: [C:1]1([CH:7]2[CH2:16][CH2:15][CH2:14][CH2:13][C:12](=[O:17])[CH:11]=[CH:10][CH2:9][CH2:8]2)[CH:6]=[CH:5][CH:4]=[CH:3][CH:2]=1.C(NC(C)C)(C)C.ClCOC>ClCCl>[C:1]1([CH:7]2[CH2:16][CH2:15][CH2:14][CH2:13][C:12](=[O:17])[CH:11]=[CH:10][CH2:9][CH2:8]2)[CH:6]=[CH:5][CH:4]=[CH:3][CH:2]=1.[C:1]1([CH:7]2[CH2:16][CH2:15][CH2:14][CH2:13][C:12](=[O:17])[CH:11]=[CH:10][CH2:9][CH2:8]2)[CH:6]=[CH:5][CH:4]=[CH:3][CH:2]=1. Procedure: 0.19 g of the diastereomer (a) isolated in Example 51 was dissolved in 30 ml of dichloromethane, and to the resulting solution were added 0.20 ml of diisopropylamine and 0.70 ml of chloromethylmethylether. The resulting solution was stirred at 40° C. for one and a half hours. Adding of reagent and stirring were continued at 40° C. until TLC indicated that starting materials had been consumed. As a result, adding 0.70 ml of diisopropylethylamine and 2.4 ml of chloromethylmethylether and stirring ... The reactants are O=C([O-])[O-], CCCC[N+](CCCC)(CCCC)CCCC, CC#N, COc1ccc(C=O)cc1CCl, [I-], [K+], [K+], CC(=O)Nc1cc(C)c(O)c(C)c1. The product is COc1ccc(C=O)cc1COc1c(C)cc(NC(C)=O)cc1C. RXN SMILES: [C:1](=[O:2])([O-:3])[O-:4].[CH2:33]([N+:34]([CH2:35][CH2:36][CH2:37][CH3:38])([CH2:39][CH2:40][CH2:41][CH3:42])[CH2:43][CH2:44][CH2:45][CH3:46])[CH2:47][CH2:48][CH3:49].[CH3:50][C:51]#[N:52].[Cl:7][CH2:8][c:9]1[cH:10][c:11]([CH:12]=[O:13])[cH:14][cH:15][c:16]1[O:17][CH3:18].[I-:32].[K+:5].[K+:6].[OH:19][c:20]1[c:21]([CH3:31])[cH:22][c:23]([NH:27][C:28]([CH3:29])=[O:30])[cH:24][c:25]1[CH3:26]>>[CH2:8]([c:9]1[cH:10][c:11]([CH:12]=[O:13])[cH:14][cH:15][c:16]1[O:17][CH3:18])[O:19][c:20]1[c:21]([CH3:31])[cH:22][c:23]([NH:27][C:28]([CH3:29])=[O:30])[cH:24][c:25]1[CH3:26]. Reaction SMILES: [Br:25][c:26]1[o:27][c:28](-[c:31]2[cH:32][c:33]([CH2:37][OH:38])[cH:34][cH:35][cH:36]2)[cH:29][cH:30]1.[CH3:39][c:40]1[cH:41][cH:42][cH:43][cH:44][cH:45]1.[Cl:13][C:14]([C:15]([Cl:16])=[O:17])=[O:18].[Cl:1][C:2](=[CH:3][CH:4]1[C:5]([CH3:10])([CH3:11])[CH:6]1[C:7](=[O:8])[OH:9])[Cl:12].[cH:19]1[cH:20][cH:21][n:22][cH:23][cH:24]1>>[Cl:1][C:2](=[CH:3][CH:4]1[C:5]([CH3:10])([CH3:11])[CH:6]1[C:7](=[O:8])[O:9][CH2:37][c:33]1[cH:32][c:31](-[c:28]2[o:27][c:26]([Br:25])[cH:30][cH:29]2)[cH:36][cH:35][cH:34]1)[Cl:12]. Yields the product CC1(C)C(C=C(Cl)Cl)C1C(=O)OCc1cccc(-c2ccc(Br)o2)c1. Reactants: OCc1cccc(-c2ccc(Br)o2)c1, Cc1ccccc1, O=C(Cl)C(=O)Cl, CC1(C)C(C=C(Cl)Cl)C1C(=O)O, c1ccncc1. Reactants: ClC1=NN(C(=C1)C1=CC=C(C=C1)S(=O)(=O)C)C1=CC=C(C=C1)OC (3-chloro-1-(4-methoxyphenyl)-5-[4-(methylsulfonyl)phenyl]pyrazole), [N+](=O)(O)[O-] (nitric acid), O (water). The solvent is C(C)(=O)OC(C)=O (acetic anhydride), C(C)(=O)O (acetic acid). Reaction conditions: time 30 minute. Product: ClC1=NN(C(=C1)C1=CC=C(C=C1)S(=O)(=O)C)C1=CC(=C(C=C1)OC)[N+](=O)[O-] (3-chloro-1-(4-methoxy-3-nitro-phenyl)-5-[4-(methylsulfonyl)phenyl]pyrazole). RXN SMILES: [Cl:1][C:2]1[CH:6]=[C:5]([C:7]2[CH:12]=[CH:11][C:10]([S:13]([CH3:16])(=[O:15])=[O:14])=[CH:9][CH:8]=2)[N:4]([C:17]2[CH:22]=[CH:21][C:20]([O:23][CH3:24])=[CH:19][CH:18]=2)[N:3]=1.[N+:25]([O-])([OH:27])=[O:26].O>C(OC(=O)C)(=O)C.C(O)(=O)C>[Cl:1][C:2]1[CH:6]=[C:5]([C:7]2[CH:8]=[CH:9][C:10]([S:13]([CH3:16])(=[O:14])=[O:15])=[CH:11][CH:12]=2)[N:4]([C:17]2[CH:22]=[CH:21][C:20]([O:23][CH3:24])=[C:19]([N+:25]([O-:27])=[O:26])[CH:18]=2)[N:3]=1. Reported procedure: To a stirred solution of 3-chloro-1-(4-methoxyphenyl)-5-[4-(methylsulfonyl)phenyl]pyrazole (278 mg) in a mixture of acetic anhydride (5 ml) and acetic acid (5 ml), nitric acid (sp. gr. 1.42) (0.5 ml) was added at 0° C. After 30 minutes, the resulting mixture was poured into water and extracted with ethyl acetate. The extract was washed with brine, dried over magnesium sulfate, and concentrated under reduced pressure to give crystals. The resulting crystals were washed with ethyl acetate to give ...